Dataset: the Open Reaction Database (ORD), a public repository of structured organic reaction records. Task: describe an organic reaction: reactants, conditions, products, and yield Yields the product C1(=CC=CC=C1)C1=CC=C(COC(C(=O)O)(C(F)(F)F)C)C=C1 ((±)-2-[(4-phenyl)benzyloxy]-3,3,3-trifluoro-2-methylpropionic acid). Reported procedure: A mixture of (±)-methyl 2-[(4-phenyl)benzyloxy]-3,3,3-trifluoro-2-methylpropionate (28.1g.), potassium hydroxide (5.6g.), methanol (200ml.) and water (25ml.) is stirred at ambient temperature for 2.5 hours. The suspension is separated by filtration and the filtrate evaporated in vacuo. The residue is mixed with water, and the solution is washed with light petroleum (b.p. 60°-80° C). The aqueous phase is acidified with concentrated hydrochloric acid then extracted with ether. The extracts are dri... Solvent: O (water). RXN SMILES: [C:1]1([C:7]2[CH:24]=[CH:23][C:10]([CH2:11][O:12][C:13]([CH3:22])([C:18]([F:21])([F:20])[F:19])[C:14]([O:16]C)=[O:15])=[CH:9][CH:8]=2)[CH:6]=[CH:5][CH:4]=[CH:3][CH:2]=1.[OH-].[K+].CO>O>[C:1]1([C:7]2[CH:24]=[CH:23][C:10]([CH2:11][O:12][C:13]([CH3:22])([C:18]([F:19])([F:20])[F:21])[C:14]([OH:16])=[O:15])=[CH:9][CH:8]=2)[CH:2]=[CH:3][CH:4]=[CH:5][CH:6]=1 |f:1.2|. Starting materials: C1(=CC=CC=C1)C1=CC=C(COC(C(=O)OC)(C(F)(F)F)C)C=C1 ((±)-methyl 2-[(4-phenyl)benzyloxy]-3,3,3-trifluoro-2-methylpropionate), [OH-].[K+] (potassium hydroxide), CO (methanol). Yield: 42.0%. Run at time 2.5 hour. Starting materials: ClC1=NNC(C2=CC=CC=C12)=O (4-chlorophthalazin-1(2H)-one), C(C)C1CNCCO1 (2-ethylmorpholine). The product is C(C)C1OCCN(C1)C1=NNC(C2=CC=CC=C12)=O (4-(2-ethylmorpholino)phthalazin-1(2H)-one). As a reaction SMILES: Cl[C:2]1[C:11]2[C:6](=[CH:7][CH:8]=[CH:9][CH:10]=2)[C:5](=[O:12])[NH:4][N:3]=1.[CH2:13]([CH:15]1[O:20][CH2:19][CH2:18][NH:17][CH2:16]1)[CH3:14]>>[CH2:13]([CH:15]1[CH2:16][N:17]([C:2]2[C:11]3[C:6](=[CH:7][CH:8]=[CH:9][CH:10]=3)[C:5](=[O:12])[NH:4][N:3]=2)[CH2:18][CH2:19][O:20]1)[CH3:14]. Reported procedure: 4-chlorophthalazin-1(2H)-one and 2-ethylmorpholine were processed using a method similar to that described in Example 1A to afford the title compound. MS (APCI+) M/Z 260 (M+H)+. Reactants: [H-].[Na+] (NaH), OC[C@@H]1CN(CCC1)C(=O)OC(C)(C)C ((S)-tert-butyl 3-(hydroxymethyl)piperidine-1-carboxylate), [N+](=O)([O-])C1=C(C#N)C(=CC=C1)[N+](=O)[O-] (2,6-dinitrobenzonitrile). Run in C1CCOC1 (THF), C1CCOC1 (THF), CN(C)C=O (DMF). Conditions: temperature -70 celsius, time 45 minute. Product: C(#N)C1=C(OC[C@@H]2CN(CCC2)C(=O)OC(C)(C)C)C=CC=C1[N+](=O)[O-] ((S)-tert-butyl 3-((2-cyano-3-nitrophenoxy)methyl)piperidine-1-carboxylate). Yield: 124.3%. Reaction SMILES: [H-].[Na+].[OH:3][CH2:4][C@H:5]1[CH2:10][CH2:9][CH2:8][N:7]([C:11]([O:13][C:14]([CH3:17])([CH3:16])[CH3:15])=[O:12])[CH2:6]1.[N+:18]([C:21]1[CH:28]=[CH:27][CH:26]=[C:25]([N+]([O-])=O)[C:22]=1[C:23]#[N:24])([O-:20])=[O:19]>C1COCC1.CN(C=O)C>[C:23]([C:22]1[C:21]([N+:18]([O-:20])=[O:19])=[CH:28][CH:27]=[CH:26][C:25]=1[O:3][CH2:4][C@H:5]1[CH2:10][CH2:9][CH2:8][N:7]([C:11]([O:13][C:14]([CH3:17])([CH3:16])[CH3:15])=[O:12])[CH2:6]1)#[N:24] |f:0.1|. Procedure details: To a 2 L 3-neck round bottom flask outfitted with an addition funnel and thermometer were added anhydrous THF (700 mL) and NaH (60 wt %, 3.90 g, 97.5 mmol). The suspension was cooled in an isopropanol/dry ice bath until the internal temperature was about −20° C. (S)-tert-butyl 3-(hydroxymethyl)piperidine-1-carboxylate (20.0 g, 92.9 mmol) dissolved in anhydrous THF (300 mL) was added dropwise via the addition funnel maintaining the internal temperature between −20° C. to −15° C. Once the addition... The reactants are C1(=CC=CC=C1)NC(=O)N1CCNCC1 (piperazine-1-carboxylic acid phenylamide), BrC=1C=C(C=O)C=CC1 (3-bromobenzaldehyde). Product: C1(=CC=CC=C1)NC(=O)N1CCN(CC1)CC1=CC(=CC=C1)Br (4-(3-Bromo-benzyl)-piperazine-1-carboxylic acid phenylamide). As a reaction SMILES: [C:1]1([NH:7][C:8]([N:10]2[CH2:15][CH2:14][NH:13][CH2:12][CH2:11]2)=[O:9])[CH:6]=[CH:5][CH:4]=[CH:3][CH:2]=1.[Br:16][C:17]1[CH:18]=[C:19]([CH:22]=[CH:23][CH:24]=1)[CH:20]=O>>[C:1]1([NH:7][C:8]([N:10]2[CH2:15][CH2:14][N:13]([CH2:20][C:19]3[CH:22]=[CH:23][CH:24]=[C:17]([Br:16])[CH:18]=3)[CH2:12][CH2:11]2)=[O:9])[CH:6]=[CH:5][CH:4]=[CH:3][CH:2]=1. Reported procedure: The title compound was prepared from piperazine-1-carboxylic acid phenylamide and 3-bromobenzaldehyde. 1H NMR (400 MHz, CDCl3): 7.50 (br s, 1H), 7.43-7.17 (m, 7H), 7.05-7.00 (m, 1H), 6.47 (br s, 1H), 3.52-3.45 (m, 6H), 2.48-2.42 (m, 4H). Starting materials: CC1(NC(CS(C1)(=O)=O)(C)C)C (2,2,6,6-tetramethyl-1-aza-4-thiacyclohexane-4,4-dioxide), ClC=1C=C(C(=O)OO)C=CC1 (m-chloroperoxybenzoic acid). Run in C(Cl)Cl (methylene chloride), C(Cl)Cl (methylene chloride). Yields the product CC1([NH+](C(CS(C1)(=O)=O)(C)C)[O-])C (2,2,6,6-tetramethyl-1-aza-4-thiacyclohexane-1,4,4-trioxide). As a reaction SMILES: [CH3:1][C:2]1([CH3:12])[CH2:7][S:6](=[O:9])(=[O:8])[CH2:5][C:4]([CH3:11])([CH3:10])[NH:3]1.ClC1C=C(C=CC=1)C(OO)=[O:18]>C(Cl)Cl>[CH3:1][C:2]1([CH3:12])[CH2:7][S:6](=[O:9])(=[O:8])[CH2:5][C:4]([CH3:11])([CH3:10])[NH+:3]1[O-:18]. Procedure details: 5.7 g (0.03 mole) of 2,2,6,6-tetramethyl-1-aza-4-thiacyclohexane-4,4-dioxide is dissolved in 100 ml of methylene chloride. To this solution there is then added dropwise at 20°C in ca. 90 minutes a solution of 11.2 g of m-chloroperoxybenzoic acid in 100ml of methylene chloride. The reaction is slightly exothermic. Stirring is subsequently maintained for 15 hours at room temperature, and the precipitated m-chlorobenzoic acid filtered off. The reddish coloured methylene chloride solution is extract... Procedure: To a solution of 3.8 g (15.56 mmol) (2-amino-4,5-difluoro-phenyl)-carbamic acid tert-butyl ester (Example 73, intermediate g) in 38 ml methanol, 2.54 g (17.12 mmol) 4,4-difluorocyclohexanone (commercially available) were added. After stirring for 5 min. at room temperature the solution was treated with 2.44 g (15.58 mmol) p-chlorobenzoic acid, followed by an addition of 1.9 ml (15.56 mmol) benzyl isocyanide (commercially available). To the viscous slurry 12 ml methanol were added and the reactio... Conditions: time 5 minute. Yields the product C(C1=CC=CC=C1)NC(C(C1CCC(CC1)(F)F)N1C(=NC2=C1C=C(C(=C2)F)F)C2=CC=C(C=C2)Cl)=O (N-Benzyl-2-[2-(4-chloro-phenyl)-5,6-difluoro-benzoimidazol-1-yl]-2-(4,4-difluoro-cyclohexyl)-acetamide). Run in CO (methanol), O1CCOCC1 (dioxane), O1CCOCC1 (dioxane), CO (methanol). Reaction SMILES: C1([CH:7]([N:19]2[C:23]3[CH:24]=[C:25]([F:29])[C:26]([F:28])=[CH:27][C:22]=3[N:21]=[C:20]2C2C(OC)=NC(OC)=CC=2)[CH2:8][O:9]C2C=CC(C(O)=O)=CN=2)CCCCC1.[F:40][C:41]1([F:48])[CH2:46][CH2:45][C:44](=O)[CH2:43][CH2:42]1.[Cl:49][C:50]1[CH:58]=[CH:57][C:53](C(O)=O)=[CH:52][CH:51]=1.[CH2:59]([N+:66]#[C-])[C:60]1[CH:65]=[CH:64][CH:63]=[CH:62][CH:61]=1.Cl.C(=O)(O)[O-].[Na+]>CO.O1CCOCC1>[CH2:59]([NH:66][C:8](=[O:9])[CH:7]([N:19]1[C:23]2[CH:24]=[C:25]([F:29])[C:26]([F:28])=[CH:27][C:22]=2[N:21]=[C:20]1[C:53]1[CH:57]=[CH:58][C:50]([Cl:49])=[CH:51][CH:52]=1)[CH:44]1[CH2:45][CH2:46][C:41]([F:48])([F:40])[CH2:42][CH2:43]1)[C:60]1[CH:65]=[CH:64][CH:63]=[CH:62][CH:61]=1 |f:5.6|. Reactants: C1(CCCCC1)C(COC1=NC=C(C(=O)O)C=C1)N1C(=NC2=C1C=C(C(=C2)F)F)C=2C(=NC(=CC2)OC)OC (6-{2-Cyclohexyl-2-[2-(2,6-dimethoxy-pyridin-3-yl)-5,6-difluoro-benzoimidazol-1-yl]-ethoxy}-nicotinic acid), C1(CCCCC1)C(COC1=NC=C(C(=O)O)C=C1)N1C(=NC2=C1C=C(C(=C2)F)F)C=2C(=NC(=CC2)OC)OC (6-{2-Cyclohexyl-2-[2-(2,6-dimethoxy-pyridin-3-yl)-5,6-difluoro-benzoimidazol-1-yl]-ethoxy}-nicotinic acid), FC1(CCC(CC1)=O)F (4,4-difluorocyclohexanone), Cl (hydrochloric acid), Cl (hydrochloric acid), ClC1=CC=C(C(=O)O)C=C1 (p-chlorobenzoic acid), C(C1=CC=CC=C1)[N+]#[C-] (benzyl isocyanide), C([O-])(O)=O.[Na+] (sodium bicarbonate).